From a dataset of the Open Reaction Database (ORD), a public repository of structured organic reaction records. describe an organic reaction: reactants, conditions, products, and yield Reactants: C1COCCN1, CCN=C=NCCCN(C)C, O=C(O)C1CCN(C(=O)Nc2ccc3c(c2)-c2ccccc2S3(=O)=O)CC1, CN(C)C=O, O, On1nnc2ccccc21. Yields the product O=C(Nc1ccc2c(c1)-c1ccccc1S2(=O)=O)N1CCC(C(=O)N2CCOCC2)CC1. Reaction SMILES: [CH2:28]1[CH2:29][O:30][CH2:31][CH2:32][NH:33]1.[CH3:34][CH2:35][N:36]=[C:37]=[N:38][CH2:39][CH2:40][CH2:41][N:42]([CH3:43])[CH3:44].[O:1]=[S:2]1(=[O:27])[c:3]2[c:4]([cH:11][c:12]([NH:15][C:16](=[O:17])[N:18]3[CH2:19][CH2:20][CH:21]([C:24](=[O:25])[OH:26])[CH2:22][CH2:23]3)[cH:13][cH:14]2)-[c:5]2[c:6]1[cH:7][cH:8][cH:9][cH:10]2.[O:56]=[CH:57][N:58]([CH3:59])[CH3:60].[OH2:45].[OH:46][n:47]1[c:48]2[cH:49][cH:50][cH:51][cH:52][c:53]2[n:54][n:55]1>>[O:1]=[S:2]1(=[O:27])[c:3]2[c:4]([cH:11][c:12]([NH:15][C:16](=[O:17])[N:18]3[CH2:19][CH2:20][CH:21]([C:24](=[O:26])[N:33]4[CH2:28][CH2:29][O:30][CH2:31][CH2:32]4)[CH2:22][CH2:23]3)[cH:13][cH:14]2)-[c:5]2[c:6]1[cH:7][cH:8][cH:9][cH:10]2.